This data is from the Open Reaction Database (ORD), a public repository of structured organic reaction records. The task is: describe an organic reaction: reactants, conditions, products, and yield Reactants: CCOC(C)OC(C)(C)C(F)CCC(CI)C1CCC2C3CC=C4CC(OC5CCCCO5)CC(OC5CCCCO5)C4(C)C3CCC12C, C1CCOC1. Yields the product CCOC(C)OC(C)(C)C(F)CCC(C)C1CCC2C3CC=C4CC(OC5CCCCO5)CC(OC5CCCCO5)C4(C)C3CCC12C. As a reaction SMILES: [O:1]1[CH:2]([O:7][CH:8]2[CH2:9][CH:10]([O:43][CH:44]3[O:45][CH2:46][CH2:47][CH2:48][CH2:49]3)[CH2:11][C:12]3=[CH:13][CH2:14][CH:15]4[CH:16]5[CH2:17][CH2:18][CH:19]([CH:20]([CH2:21][CH2:22][CH:23]([C:24]([CH3:25])([CH3:26])[O:27][CH:28]([CH3:29])[O:30][CH2:31][CH3:32])[F:33])[CH2:34][I:35])[C:36]5([CH3:42])[CH2:37][CH2:38][CH:39]4[C:40]23[CH3:41])[CH2:3][CH2:4][CH2:5][CH2:6]1.[O:50]1[CH2:51][CH2:52][CH2:53][CH2:54]1>>[O:1]1[CH:2]([O:7][CH:8]2[CH2:9][CH:10]([O:43][CH:44]3[O:45][CH2:46][CH2:47][CH2:48][CH2:49]3)[CH2:11][C:12]3=[CH:13][CH2:14][CH:15]4[CH:16]5[CH2:17][CH2:18][CH:19]([CH:20]([CH2:21][CH2:22][CH:23]([C:24]([CH3:25])([CH3:26])[O:27][CH:28]([CH3:29])[O:30][CH2:31][CH3:32])[F:33])[CH3:34])[C:36]5([CH3:42])[CH2:37][CH2:38][CH:39]4[C:40]23[CH3:41])[CH2:3][CH2:4][CH2:5][CH2:6]1. The reactants are FC(CNC(=O)C1(C2=CC=CC=C2C=2C=CC=CC12)CCCCBr)(F)F (9-(4-bromo-butyl)-9H-fluorene-9-carboxylic acid-(2,2,2-trifluoro-ethyl)-amide), N1(CCNCCC1)C=1SC2=C(N1)C=CC=C2 (2-[1.4] diazepan-1-yl-benzothiazole). The product is FC(CNC(=O)C1(C2=CC=CC=C2C=2C=CC=CC12)CCCCN1CCN(CCC1)C=1SC2=C(N1)C=CC=C2)(F)F (9-[4-(4-benzothiazol-2-yl-[1.4]diazepan-1-yl)-butyl]-9H-fluorene-9-carboxylic acid-(2,2,2-trifluoro-ethyl)-amide). As a reaction SMILES: [F:1][C:2]([F:26])([F:25])[CH2:3][NH:4][C:5]([C:7]1([CH2:20][CH2:21][CH2:22][CH2:23]Br)[C:19]2[CH:18]=[CH:17][CH:16]=[CH:15][C:14]=2[C:13]2[C:8]1=[CH:9][CH:10]=[CH:11][CH:12]=2)=[O:6].[N:27]1([C:34]2[S:35][C:36]3[CH:42]=[CH:41][CH:40]=[CH:39][C:37]=3[N:38]=2)[CH2:33][CH2:32][CH2:31][NH:30][CH2:29][CH2:28]1>>[F:1][C:2]([F:26])([F:25])[CH2:3][NH:4][C:5]([C:7]1([CH2:20][CH2:21][CH2:22][CH2:23][N:30]2[CH2:31][CH2:32][CH2:33][N:27]([C:34]3[S:35][C:36]4[CH:42]=[CH:41][CH:40]=[CH:39][C:37]=4[N:38]=3)[CH2:28][CH2:29]2)[C:19]2[CH:18]=[CH:17][CH:16]=[CH:15][C:14]=2[C:13]2[C:8]1=[CH:9][CH:10]=[CH:11][CH:12]=2)=[O:6]. Reported procedure: Prepared analogously to Example 1 from 9-(4-bromo-butyl)-9H-fluorene-9-carboxylic acid-(2,2,2-trifluoro-ethyl)-amide and 2-[1.4] diazepan-1-yl-benzothiazole. Reactants: CO, [Cl-], [Fe], [NH4+], C1CCOC1, O, O=[N+]([O-])c1ccc(Oc2cccnc2)cc1. Product: Nc1ccc(Oc2cccnc2)cc1. RXN SMILES: [CH3:25][OH:26].[Cl-:17].[Fe:27].[NH4+:18].[O:20]1[CH2:21][CH2:22][CH2:23][CH2:24]1.[OH2:19].[n:1]1[cH:2][c:3]([O:7][c:8]2[cH:9][cH:10][c:11]([N+:14]([O-:15])=[O:16])[cH:12][cH:13]2)[cH:4][cH:5][cH:6]1>>[n:1]1[cH:2][c:3]([O:7][c:8]2[cH:9][cH:10][c:11]([NH2:14])[cH:12][cH:13]2)[cH:4][cH:5][cH:6]1. The reactants are C(C)OC(=O)C1=CC=C(O1)CN1C(=NC2=C1C=CC=C2)NC2CCN(CC2)C(=O)OCC ((1-(5-ethyoxycarbonylfur-2-ylmethyl)-1H-benzimidazol-2-yl)(1-ethoxycarbonylpiperidin-4-yl)amine), [O-]S(=O)(=O)[O-].[Na+].[Na+] (Na2SO4), O1CCCC1 (tetrahydrofuran), [H-].[Al+3].[Li+].[H-].[H-].[H-] (lithium aluminum hydride). Conditions: temperature 0 celsius. As a reaction SMILES: C([O:3][C:4]([C:6]1[O:10][C:9]([CH2:11][N:12]2[C:16]3[CH:17]=[CH:18][CH:19]=[CH:20][C:15]=3[N:14]=[C:13]2[NH:21][CH:22]2[CH2:27][CH2:26][N:25]([C:28]([O:30][CH2:31][CH3:32])=[O:29])[CH2:24][CH2:23]2)=[CH:8][CH:7]=1)=O)C.O1CCCC1.[H-].[Al+3].[Li+].[H-].[H-].[H-].[O-]S([O-])(=O)=O.[Na+].[Na+]>ClCCl.O>[OH:3][CH2:4][C:6]1[O:10][C:9]([CH2:11][N:12]2[C:16]3[CH:17]=[CH:18][CH:19]=[CH:20][C:15]=3[N:14]=[C:13]2[NH:21][CH:22]2[CH2:27][CH2:26][N:25]([C:28]([O:30][CH2:31][CH3:32])=[O:29])[CH2:24][CH2:23]2)=[CH:8][CH:7]=1 |f:2.3.4.5.6.7,8.9.10|. The product is OCC1=CC=C(O1)CN1C(=NC2=C1C=CC=C2)NC2CCN(CC2)C(=O)OCC ((1-(5-hydroxymethylfur-2-ylmethyl)-1H-benzimidazol-2-yl)(1-ethoxycarbonylpiperidin-4-yl)amine). Solvent: ClCCl (dichloromethane), O (H2O), ClCCl (dichloromethane). Reported procedure: Combine (1-(5-ethyoxycarbonylfur-2-ylmethyl)-1H-benzimidazol-2-yl)(1-ethoxycarbonylpiperidin-4-yl)amine (2.7 mmol) and tetrahydrofuran (10 mL). Add a solution of lithium aluminum hydride (5.4 mL, 1.0M in tetrahydrofuran, 5.4 mmol). After 18 hours pour the reaction mixture into a beaker, dilute with dichloromethane, and cool to 0° C. With stirring add portionwise, Na2SO4.10 H2O until the evolution of gas ceases. Add dichloromethane to about double the volume, add celite, stir to form a thick slur... Starting materials: C(C1=CC=CC=C1)NC(=O)C1=NC=CN=C1NC(CC(C)C)=O (3-(3-Methyl-butyrylamino)-pyrazine-2-carboxylic acid benzylamide), NC=1C(=NC=CN1)C(=O)O (3-aminopyrazine-2-carboxylic acid), C(C)(C)N(CC)C(C)C (diisopropylethyl amine), C(CC(C)C)(=O)Cl (isovaleryl chloride). The solvent is CN(C)C=O (DMF). Conditions: time 2 hour. The product is CC(CC(=O)NC=1C(=NC=CN1)C(=O)O)C (3-(3-methyl-butyrylamino)-pyrazine-2-carboxylic acid). As a reaction SMILES: C(N[C:9]([C:11]1[C:16]([NH:17][C:18](=[O:23])[CH2:19][CH:20]([CH3:22])[CH3:21])=[N:15][CH:14]=[CH:13][N:12]=1)=[O:10])C1C=CC=CC=1.NC1C(C(O)=[O:32])=NC=CN=1.C(N(C(C)C)CC)(C)C.C(Cl)(=O)CC(C)C>CN(C=O)C>[CH3:21][CH:20]([CH3:22])[CH2:19][C:18]([NH:17][C:16]1[C:11]([C:9]([OH:10])=[O:32])=[N:12][CH:13]=[CH:14][N:15]=1)=[O:23]. Procedure: 3-(3-Methyl-butyrylamino)-pyrazine-2-carboxylic acid benzylamide: To a solution of DMF (200 mL), 3-aminopyrazine-2-carboxylic acid (10.0 g, 71.9 mmol) and diisopropylethyl amine (25.0 mL, 144 mmol) was added isovaleryl chloride (12.4 mL, 86.3 mmol) dropwise at room temperature. The reaction mixture was stirred at room temperature for two hours after which the solvent was removed under reduced pressure and the residue dried under vacuum overnight, to afford 3-(3-methyl-butyrylamino)-pyrazine-2-ca... Starting materials: C(C(=O)Cl)(=O)Cl (oxalyl chloride), CN(C)C=O (DMF), C(=O)(OC(C)(C)C)NC([C@H]1NCCC1)=O (N-Boc-L-proline amide), N1=CC=CC=C1 (pyridine). The solvent is CC#N (MeCN), CC#N (MeCN), CCOC(=O)C (EtOAc). Conditions: time 15 minute. The product is C(#N)[C@H]1N(CCC1)C(=O)OC(C)(C)C (tert-butyl(2S)-2-cyano-1-pyrrolidinecarboxylate). The yield is 14.9%. As a reaction SMILES: C(Cl)(=O)C(Cl)=O.CN(C=O)C.[C:12]([NH:19]C(=O)[C@@H]1CCCN1)([O:14][C:15]([CH3:18])([CH3:17])[CH3:16])=[O:13].[N:27]1[CH:32]=[CH:31][CH:30]=[CH:29][CH:28]=1>CC#N.CCOC(C)=O>[C:32]([C@@H:31]1[CH2:30][CH2:29][CH2:28][N:19]1[C:12]([O:14][C:15]([CH3:18])([CH3:17])[CH3:16])=[O:13])#[N:27]. Reported procedure: A solution of oxalyl chloride (11.0 ml, 0.126 mol) and DMF (11.4 ml, 0.138 mol) in MeCN (170 ml) was treated dropwise with a solution of N-Boc-L-proline amide (12.3 g, 0.57 mol) and pyridine (20.4 ml, 0.253 mol) in MeCN (30 ml) at 0° C. and stirred at this temperature for 15 minutes. The reaction mixture was diluted with EtOAc and washed with H2O (×3). The organic extract was dried over anhydrous MgSO4 and filtered. The solvent was removed under reduced pressure. The residue was purified on a si... Reactants: C(C)(=O)O (acetic acid), C1(OCC(C2=C1C=CC=C2)=O)=O (1H-2-benzopyran-1,4(3H)-dione), N1CCOCC1 (morpholine), ClC1=CC=C(C=C1)[C@@H]1CC[C@H](CC1)C=O (trans-4-(4-chlorophenyl)cyclohexanecarbaldehyde). The solvent is O (Water). Run at temperature 40 celsius, time 8 hour. Yields the product ClC1=CC=C(C=C1)[C@@H]1CC[C@H](CC1)\C=C\1/OC(C2=C(C1=O)C=CC=C2)=O ((3Z)-3-{[trans-4-(4-chlorophenyl)cyclohexyl]methylidene}-1H-2-benzopyran-1,4(3H)-dione). As a reaction SMILES: [Cl:1][C:2]1[CH:7]=[CH:6][C:5]([C@H:8]2[CH2:13][CH2:12][C@H:11]([CH:14]=O)[CH2:10][CH2:9]2)=[CH:4][CH:3]=1.C(O)(=O)C.[C:20]1(=[O:31])[C:25]2[CH:26]=[CH:27][CH:28]=[CH:29][C:24]=2[C:23](=[O:30])[CH2:22][O:21]1.N1CCOCC1>O>[Cl:1][C:2]1[CH:3]=[CH:4][C:5]([C@H:8]2[CH2:9][CH2:10][C@H:11](/[CH:14]=[C:22]3\[O:21][C:20](=[O:31])[C:25]4[CH:26]=[CH:27][CH:28]=[CH:29][C:24]=4[C:23]\3=[O:30])[CH2:12][CH2:13]2)=[CH:6][CH:7]=1. Procedure details: To the resulting stirred mixture from stage 1, at ambient temperature under argon, was added acetic acid (250 mL), 1H-2-benzopyran-1,4(3H)-dione (compound of formula (III)) (32.4 g, 200 mmol) and morpholine (17.5 mL, 200 mmol). The reaction mixture was heated to 40° C. for 4 hours then allowed to cool to ambient temperature and stir overnight. Water (250 mL) was added and the slurry stirred for 15 minutes at ambient temperature then filtered. The filter cake was washed twice with tert-butyl meth... Starting materials: FC(C=1C=C(C=C(C1)C(F)(F)F)C(=O)N1C[C@H]([C@H](CC1)N1CCNCC1)C1=CC=CC=C1)(F)F (rac-cis-(3,5-bis-trifluoromethyl-phenyl)-(3-phenyl-4-piperazin-1-yl-piperidin-1-yl)-methanone), ClC1=NC=CN=C1 (2-chloropyrazine). Product: FC(C=1C=C(C=C(C1)C(F)(F)F)C(=O)N1C[C@H]([C@H](CC1)N1CCN(CC1)C1=NC=CN=C1)C1=CC=CC=C1)(F)F (Rac-cis-(3,5-Bis-trifluoromethyl-phenyl)-[3-phenyl-4-(2,3,5,6-tetrahydro-[1,2′]bipyrazinyl-4-yl)-piperidin-1-yl]-methanone). Reaction SMILES: [F:1][C:2]([F:34])([F:33])[C:3]1[CH:4]=[C:5]([C:13]([N:15]2[CH2:20][CH2:19][C@H:18]([N:21]3[CH2:26][CH2:25][NH:24][CH2:23][CH2:22]3)[C@H:17]([C:27]3[CH:32]=[CH:31][CH:30]=[CH:29][CH:28]=3)[CH2:16]2)=[O:14])[CH:6]=[C:7]([C:9]([F:12])([F:11])[F:10])[CH:8]=1.Cl[C:36]1[CH:41]=[N:40][CH:39]=[CH:38][N:37]=1>>[F:34][C:2]([F:33])([F:1])[C:3]1[CH:4]=[C:5]([C:13]([N:15]2[CH2:20][CH2:19][C@H:18]([N:21]3[CH2:26][CH2:25][N:24]([C:36]4[CH:41]=[N:40][CH:39]=[CH:38][N:37]=4)[CH2:23][CH2:22]3)[C@H:17]([C:27]3[CH:32]=[CH:31][CH:30]=[CH:29][CH:28]=3)[CH2:16]2)=[O:14])[CH:6]=[C:7]([C:9]([F:10])([F:11])[F:12])[CH:8]=1. Procedure: The title compound, MS: m/e=564.3 (M+H+), was prepared in accordance with the general method of example 59 from rac-cis-(3,5-bis-trifluoromethyl-phenyl)-(3-phenyl-4-piperazin-1-yl-piperidin-1-yl)-methanone and 2-chloropyrazine. The reactants are C1CCOC1, CNC, O=C1CCc2ccccc2O1. The product is CN(C)C(=O)CCc1ccccc1O. As a reaction SMILES: [CH2:15]1[O:16][CH2:17][CH2:18][CH2:19]1.[CH3:12][NH:13][CH3:14].[O:1]1[C:2](=[O:11])[CH2:3][CH2:4][c:5]2[cH:6][cH:7][cH:8][cH:9][c:10]21>>[OH:1][c:10]1[c:5]([CH2:4][CH2:3][C:2](=[O:11])[N:13]([CH3:12])[CH3:14])[cH:6][cH:7][cH:8][cH:9]1.